Dataset: the Open Reaction Database (ORD), a public repository of structured organic reaction records. Task: describe an organic reaction: reactants, conditions, products, and yield The reactants are CC(=O)OC(C)=O, CC(=O)O, O, O=C(NCO)c1ccccc1, OP(O)O. Yields the product O=C(NCP(=O)(O)O)c1ccccc1. Reaction SMILES: [CH3:1][C:2]([O:3][C:4](=[O:5])[CH3:6])=[O:7].[CH3:24][C:25](=[O:26])[OH:27].[OH2:23].[OH:12][CH2:13][NH:14][C:15]([c:16]1[cH:17][cH:18][cH:19][cH:20][cH:21]1)=[O:22].[P:8]([OH:9])([OH:10])[OH:11]>>[P:8]([OH:9])(=[O:10])([OH:11])[CH2:13][NH:14][C:15]([c:16]1[cH:17][cH:18][cH:19][cH:20][cH:21]1)=[O:22]. Reactants: CC(=O)[O-], CC(=O)[O-], CC(=O)[O-], CC(=O)[O-], CC(C)(C)C(=O)O, ON=C1CCOCC1, [Pb+4]. Product: CC(C)(C)C(=O)OC1(N=O)CCOCC1. As a reaction SMILES: [C:13]([O-:14])(=[O:15])[CH3:16].[C:17]([O-:18])(=[O:19])[CH3:20].[C:21]([O-:22])(=[O:23])[CH3:24].[C:9]([O-:10])(=[O:11])[CH3:12].[CH3:26][C:27]([C:28](=[O:29])[OH:30])([CH3:31])[CH3:32].[O:1]1[CH2:2][CH2:3][C:4](=[N:7][OH:8])[CH2:5][CH2:6]1.[Pb+4:25]>>[O:1]1[CH2:2][CH2:3][C:4]([N:7]=[O:8])([O:30][C:28]([C:27]([CH3:26])([CH3:31])[CH3:32])=[O:29])[CH2:5][CH2:6]1.